This data is from the Open Reaction Database (ORD), a public repository of structured organic reaction records. The task is: describe an organic reaction: reactants, conditions, products, and yield Reactants: N#Cc1c(N)cc(N)nc1Br, C1CCOC1, CO, Cl, [Na+], [OH-], O, c1ccccc1. The product is N#Cc1cnc(N)cc1N. RXN SMILES: [Br:1][c:2]1[n:3][c:4]([NH2:11])[cH:5][c:6]([NH2:10])[c:7]1[C:8]#[N:9].[CH2:20]1[O:21][CH2:22][CH2:23][CH2:24]1.[CH3:25][OH:26].[ClH:27].[Na+:13].[OH-:12].[OH2:28].[cH:14]1[cH:15][cH:16][cH:17][cH:18][cH:19]1>>[cH:2]1[n:3][c:4]([NH2:11])[cH:5][c:6]([NH2:10])[c:7]1[C:8]#[N:9]. The reactants are CC1(COC2(C(N(C3=CC=C(C=C23)NS(=O)(=O)C)CC(=O)OC)=O)OC1)C (methyl 2-(5,5-dimethyl-5′-(methylsulfonamido)-2′-oxospiro[[1,3]dioxane-2,3′-indoline]-1′-yl)acetate), Cl.ClCCN1CCOCC1 (4-(2-chloroethyl)morpholine hydrochloride), C(=O)([O-])[O-].[K+].[K+] (K2CO3). Solvent: CN(C)C=O (DMF). Reaction conditions: temperature 70 celsius. Yields the product CC1(COC2(C(N(C3=CC=C(C=C23)N(S(=O)(=O)C)CCN2CCOCC2)CC(=O)OC)=O)OC1)C (methyl 2-(5,5-dimethyl-5′-(N-(2-morpholinoethyl)-methylsulfonamido)-2′-oxospiro[[1,3]dioxane-2,3′-indoline]-1′-yl)acetate). The yield is 88.1%. Reaction SMILES: [CH3:1][C:2]1([CH3:27])[CH2:26][O:25][C:5]2([C:13]3[C:8](=[CH:9][CH:10]=[C:11]([NH:14][S:15]([CH3:18])(=[O:17])=[O:16])[CH:12]=3)[N:7]([CH2:19][C:20]([O:22][CH3:23])=[O:21])[C:6]2=[O:24])[O:4][CH2:3]1.Cl.Cl[CH2:30][CH2:31][N:32]1[CH2:37][CH2:36][O:35][CH2:34][CH2:33]1.C([O-])([O-])=O.[K+].[K+]>CN(C=O)C>[CH3:1][C:2]1([CH3:27])[CH2:3][O:4][C:5]2([C:13]3[C:8](=[CH:9][CH:10]=[C:11]([N:14]([CH2:30][CH2:31][N:32]4[CH2:37][CH2:36][O:35][CH2:34][CH2:33]4)[S:15]([CH3:18])(=[O:17])=[O:16])[CH:12]=3)[N:7]([CH2:19][C:20]([O:22][CH3:23])=[O:21])[C:6]2=[O:24])[O:25][CH2:26]1 |f:1.2,3.4.5|. Procedure: A mixture of methyl 2-(5,5-dimethyl-5′-(methylsulfonamido)-2′-oxospiro[[1,3]dioxane-2,3′-indoline]-1′-yl)acetate (0.400 g, 1.004 mmol), 4-(2-chloroethyl)morpholine hydrochloride (0.224 g, 1.204 mmol) (prepared in an analogous manner as described in Example 17, Scheme 17, Steps 1, 2, 3, 4) and K2CO3 (0.306 g, 2.208 mmol) in DMF (8 ml) was heated at 70° C. for 3 hours. The mixture was partitioned between ethyl acetate and water, and the aqueous phase was extracted with ethyl acetate. The combined ... Starting materials: BrCCC=C (4-bromo-1-butene), C(C=C)Br (allyl bromide), C(CC=C)C=1C(N(C2=NC=CC=C2C1O)C1=CC=CC=C1)=O (3-(3-butenyl)-4-hydroxy-1-phenyl-1,8-naphthyridin-2(1H)-one). The product is OC1=C(C(N(C2=NC=CC=C12)C1=CC=CC=C1)=O)CC=C (4-Hydroxy-1-phenyl-3-(2-propenyl)-1,8-naphthyridin-2(1H)-one). Reaction SMILES: BrCCC=C.C(Br)C=C.[CH2:10]([C:14]1[C:15](=[O:31])[N:16]([C:25]2[CH:30]=[CH:29][CH:28]=[CH:27][CH:26]=2)[C:17]2[C:22]([C:23]=1[OH:24])=[CH:21][CH:20]=[CH:19][N:18]=2)[CH2:11][CH:12]=C>>[OH:24][C:23]1[C:22]2[C:17](=[N:18][CH:19]=[CH:20][CH:21]=2)[N:16]([C:25]2[CH:26]=[CH:27][CH:28]=[CH:29][CH:30]=2)[C:15](=[O:31])[C:14]=1[CH2:10][CH:11]=[CH2:12]. Procedure details: In a similar manner, substitute 4-bromo-1-butene for allyl bromide in part B(1) of Preparation 1 to prepare 3-(3-butenyl)-4-hydroxy-1-phenyl-1,8-naphthyridin-2(1H)-one. Starting materials: C(C)(C)(C)C1=NC2=C(N1CC1CCOCC1)C=CC(=C2)S(=O)(=O)Cl (2-tert-butyl-1-(tetrahydro-2H-pyran-4-ylmethyl)-1H-benzimidazole-5-sulfonyl chloride), C1(CCC1)N (cyclobutylamine). Reagents/catalysts: CN(C)C=1C=CN=CC1 (DMAP). Solvent: CC#N (MeCN). Product: white solid, C(C)(C)(C)C1=NC2=C(N1CC1CCOCC1)C=CC(=C2)S(=O)(=O)NC2CCC2 (2-tert-Butyl-N-cyclobutyl-1-(tetrahydro-2H-pyran-4-ylmethyl)-1H-benzimidazole-5-sulfonamide). Isolated yield 42.0%. As a reaction SMILES: [C:1]([C:5]1[N:9]([CH2:10][CH:11]2[CH2:16][CH2:15][O:14][CH2:13][CH2:12]2)[C:8]2[CH:17]=[CH:18][C:19]([S:21](Cl)(=[O:23])=[O:22])=[CH:20][C:7]=2[N:6]=1)([CH3:4])([CH3:3])[CH3:2].[CH:25]1([NH2:29])[CH2:28][CH2:27][CH2:26]1>CN(C1C=CN=CC=1)C.CC#N>[C:1]([C:5]1[N:9]([CH2:10][CH:11]2[CH2:16][CH2:15][O:14][CH2:13][CH2:12]2)[C:8]2[CH:17]=[CH:18][C:19]([S:21]([NH:29][CH:25]3[CH2:28][CH2:27][CH2:26]3)(=[O:23])=[O:22])=[CH:20][C:7]=2[N:6]=1)([CH3:4])([CH3:3])[CH3:2]. Procedure: Following the same procedure in Example 1, Step A, using 2-tert-butyl-1-(tetrahydro-2H-pyran-4-ylmethyl)-1H-benzimidazole-5-sulfonyl chloride (76 mg, 0.20 mmol), cyclobutylamine (43 uL, 36 mg, 0.50 mmol) and DMAP (82 mg, 0.67 mmol) in MeCN (5 mL). The crude product was purified by MPLC using Hex/EtOAc (1:2) on silica gel to give 35 mg (42% yield) of a white solid as the title compound. 1H NMR (400 MHz, METHANOL-D4) δ 1.48-1.66 (m, 6 H), 1.68 (s, 9 H), 1.72-1.87 (m, 2 H), 1.95-2.08 (m, 2 H), 2.28... Starting materials: C(C)(C)C1C[C@H]2N(S(OC2)(=O)=O)C1 ((3aR)-5-isopropyltetrahydro-3H-pyrrolo[1,2-c][1,2,3]oxathiazole 1,1-dioxide), ClC=1C=NC=C(C1)Cl (3,5-dichloropyridine), C(C)(C)[N-]C(C)C.[Li+] (lithium diisopropylamide), CCCCCCC.C1CCOC1.C(C)C1=CC=CC=C1 (heptane THF ethylbenzene). The solvent is C1CCOC1 (THF), C1CCOC1 (THF). Reaction conditions: time 45 minute. Yields the product ClC=1C=NC=C(C1C[C@@H]1NCC(C1)C(C)C)Cl (3,5-dichloro-4-(((2R)-4-isopropylpyrrolidin-2-yl)methyl)pyridine). Yield: 36.3%. RXN SMILES: [Cl:1][C:2]1[CH:3]=[N:4][CH:5]=[C:6]([Cl:8])[CH:7]=1.C([N-]C(C)C)(C)C.[Li+].CCCCCCC.C1COCC1.C(C1C=CC=CC=1)C.[CH:37]([CH:40]1[CH2:49][N:43]2S(=O)(=O)O[CH2:46][C@H:42]2[CH2:41]1)([CH3:39])[CH3:38]>C1COCC1>[Cl:1][C:2]1[CH:3]=[N:4][CH:5]=[C:6]([Cl:8])[C:7]=1[CH2:46][C@H:42]1[CH2:41][CH:40]([CH:37]([CH3:39])[CH3:38])[CH2:49][NH:43]1 |f:1.2,3.4.5|. Procedure: To a solution of 3,5-dichloropyridine (228 mg, 1.542 mmol) in THF (2.6 mL) at −78° C. was added lithium diisopropylamide, 2.0 M heptane/THF/ethylbenzene (0.976 mL, 1.953 mmol) dropwise. After stirring for 45 min, a solution of (3aR)-5-isopropyltetrahydro-3H-pyrrolo[1,2-c][1,2,3]oxathiazole 1,1-dioxide (211 mg, 1.028 mmol) in THF (3.0 mL) was added dropwise at −78° C. The resulting mixture was allowed to warm to room temperature and then stirred for 3 h. After evaporation of the solvent, the resu... Starting materials: [N+](=O)([O-])C(C)(C)C1CC(OC1OC)=O (4-(2-nitro-prop-2-yl)-5-methoxy-tetrahydrofuran-2-one), C([O-])([O-])=O.[Na+].[Na+] (sodium carbonate). Solvent: CO (methanol), O (water). Conditions: temperature 0 celsius, time 120 hour. Yields the product C(=O)C(CC(=O)O)=C(C)C (3-formyl-4-methyl-pent-3-ene-1-oic acid). The yield is 74.6%. As a reaction SMILES: [N+]([C:4]([CH:7]1[CH:11]([O:12]C)[O:10][C:9](=[O:14])[CH2:8]1)([CH3:6])[CH3:5])([O-])=O.C(=O)([O-])[O-].[Na+].[Na+]>CO.O>[CH:11]([C:7](=[C:4]([CH3:6])[CH3:5])[CH2:8][C:9]([OH:14])=[O:10])=[O:12] |f:1.2.3|. Procedure details: A solution of 18.2 g of the product of Step A in 25 ml of methanol were added all at once to a solution of 18.9 g of sodium carbonate in 180 ml of water cooled to 0° C. and the mixture stood at room temperature for 120 hours. The mixture was washed with ether and cooled to 0° C. after which concentrated sulfuric acid was added to the mixture under an inert atmosphere until the pH was ≅1. The mixture was extracted with chloroform and then with ethyl acetate and the combined organic phases were dr... Reactants: N(=NC(=O)OCC)C(=O)OCC (diethyl azodicarboxylate), ice, C(C)(C)(C)OC(=O)N1C[C@H](CCC1)CO ((S)-N-(tert-butoxycarbonyl)-3-hydroxymethylpiperidine), BrC1=CC(=C(C(=C1)C)O)C (4-bromo-2,6 dimethylphenol), C1(=CC=CC=C1)P(C1=CC=CC=C1)C1=CC=CC=C1 (triphenylphosphine). Solvent: CCOCC (ether), O1CCCC1 (tetrahydrofuran), O1CCCC1 (tetrahydrofuran), CCCCCC (hexane). Run at time 48 hour. Yields the product C(C)(C)(C)OC(=O)N1C[C@H](CCC1)COC1=C(C=C(C=C1C)Br)C ((S)-N-(tert-butoxycarbonyl)-3-(4-bromo-2,6-dimethylphenoxymethyl) piperidine). Yield: 118.9%. As a reaction SMILES: N(C(OCC)=O)=NC(OCC)=O.[C:13]([O:17][C:18]([N:20]1[CH2:25][CH2:24][CH2:23][C@H:22]([CH2:26][OH:27])[CH2:21]1)=[O:19])([CH3:16])([CH3:15])[CH3:14].[Br:28][C:29]1[CH:34]=[C:33]([CH3:35])[C:32](O)=[C:31]([CH3:37])[CH:30]=1.C1(P(C2C=CC=CC=2)C2C=CC=CC=2)C=CC=CC=1>O1CCCC1.CCOCC.CCCCCC>[C:13]([O:17][C:18]([N:20]1[CH2:25][CH2:24][CH2:23][C@H:22]([CH2:26][O:27][C:32]2[C:33]([CH3:35])=[CH:34][C:29]([Br:28])=[CH:30][C:31]=2[CH3:37])[CH2:21]1)=[O:19])([CH3:16])([CH3:15])[CH3:14]. Reported procedure: A solution of diethyl azodicarboxylate (16.1 mL, 102.2 mmol) in tetrahydrofuran (50 mL) was added dropwise during 1.5 hours to an ice cold solution of (S)-N-(tert-butoxycarbonyl)-3-hydroxymethylpiperidine (20.0 g, 92.9 mmol), 4-bromo-2,6 dimethylphenol (18.7 g, 92.9 mmol), and triphenylphosphine (26.8 g, 102.2 mmol) in tetrahydrofuran (300 mL), while maintaining the temperature below 10° C. After the addition was complete, the reaction was stirred at room temperature for 48 hours and partitioned... Reactants: C(C1=CC=CC=C1)OC=1C=CC(=C2C=CC(NC12)=O)[C@H](CNCCCCCCOCC(C1=CC=CC=C1)(F)F)O[Si](C)(C)C(C)(C)C (8-(benzyloxy)-5-((1R)-1-{[tert-butyl(dimethyl)silyi]oxy}-2-{[6-(2,2-difluoro-2-phenylethoxy)hexyl]amino}ethyl)quinolin-2(1H)-one), [F-].C(CCC)[N+](CCCC)(CCCC)CCCC (tetra-n-butyl ammonium fluoride). The solvent is O1CCCC1 (tetrahydrofuran). Run at time 8 hour. Yields the product N1C(C=CC2=CC=CC=C12)=O (quinolin-2(1H)-one). Yield: 78.7%. RXN SMILES: C(O[C:9]1[CH:10]=[CH:11][C:12]([C@@H](O[Si](C(C)(C)C)(C)C)CNCCCCCCOCC(F)(F)C2C=CC=CC=2)=[C:13]2[C:18]=1[NH:17][C:16](=[O:19])[CH:15]=[CH:14]2)C1C=CC=CC=1.[F-].C([N+](CCCC)(CCCC)CCCC)CCC>O1CCCC1>[NH:17]1[C:18]2[C:13](=[CH:12][CH:11]=[CH:10][CH:9]=2)[CH:14]=[CH:15][C:16]1=[O:19] |f:1.2|. Procedure: To a solution of Intermediate 72 (6.4 g, 9.63 mmol) in tetrahydrofuran (60 mL) was added tetra-n-butyl ammonium fluoride (5.02 g, 19.26 mmol). The mixture was stirred at room temperature overnight. The solvent was removed under reduced pressure. Purification by column chromatography using methylene chloride/methanol (from 95:5 to 85:15) as eluent gave 8-(benzyloxy)-5-((1R)-2-{[6-(2,2-difluoro-2-phenylethoxy)hexyl]amino)}-1-hydroxy ethy)quinolin-2(1H)-one (1.1 g, 20%) as oil. The reactants are CC1([C@@H]([C@@H]1C#CC(=O)O)C(=O)O[C@@H](C1=CC(=CC=C1)OC1=CC=CC=C1)C#N)C ((S)α-cyano-3-phenoxy-benzyl(1R,cis)2,2-dimethyl-3-[2-carboxy-ethynyl]-cyclopropane-carboxylate), CC(C)(C=C)O (2-methyl-3-buten-2-ol). Reagents/catalysts: CN(C1=CC=NC=C1)C (4-dimethylamino-pyridine). Solvent: C(Cl)Cl (methylene chloride). Conditions: time 16 hour. Yields the product CC1([C@@H]([C@@H]1C#CC(=O)OC(C=C)(C)C)C(=O)O[C@@H](C1=CC(=CC=C1)OC1=CC=CC=C1)C#N)C ((S)α-cyano-3-phenoxy-benzyl(1R,cis)2,2-dimethyl-3-[2-(1,1-dimethylallyloxycarbonyl)-ethynyl]-cyclopropane-carboxylate). As a reaction SMILES: [CH3:1][C:2]1([CH3:29])[C@@H:4]([C:5]#[C:6][C:7]([OH:9])=[O:8])[C@H:3]1[C:10]([O:12][C@H:13]([C:27]#[N:28])[C:14]1[CH:19]=[CH:18][CH:17]=[C:16]([O:20][C:21]2[CH:26]=[CH:25][CH:24]=[CH:23][CH:22]=2)[CH:15]=1)=[O:11].[CH3:30][C:31](O)([CH:33]=[CH2:34])[CH3:32]>CN(C)C1C=CN=CC=1.C(Cl)Cl>[CH3:1][C:2]1([CH3:29])[C@@H:4]([C:5]#[C:6][C:7]([O:9][C:31]([CH3:32])([CH3:30])[CH:33]=[CH2:34])=[O:8])[C@H:3]1[C:10]([O:12][C@H:13]([C:27]#[N:28])[C:14]1[CH:19]=[CH:18][CH:17]=[C:16]([O:20][C:21]2[CH:26]=[CH:25][CH:24]=[CH:23][CH:22]=2)[CH:15]=1)=[O:11]. Procedure: Using the procedure of Step A of Example 15, 2 g of (S)α-cyano-3-phenoxy-benzyl(1R,cis)2,2-dimethyl-3-[2-carboxy-ethynyl]-cyclopropane-carboxylate, 3 ml of 2-methyl-3-buten-2-ol and 150 mg of 4-dimethylamino-pyridine were admixed at 0° C. with 1.06 g of dicyclohexycarbodiimide in 3 ml of methylene chloride and the mixture was stirred at room temperature for 16 hours. The mixture was evaporated to dryness and the residue was chromatographed over silica gel. Elution with a 9-1 cyclohexane-ethyl ac... Reactants: ClC1=C2C(=NC=C1C#N)C=CS2 (7-chlorothieno[3,2-b]pyridine-6-carbonitrile), BrBr (bromine), ice water, C(C)(C)NC(C)C.[Li] (lithium diisopropylamine). The solvent is O1CCCC1 (tetrahydrofuran), O1CCCC1 (tetrahydrofuran). Conditions: temperature -78 celsius, time 40 minute. Yields the product BrC1=CC2=NC=C(C(=C2S1)Cl)C#N (2-bromo-7-chlorothieno[3,2-b]pyridine-6-carbonitrile). Isolated yield 17.0%. Reaction SMILES: [Cl:1][C:2]1[C:7]([C:8]#[N:9])=[CH:6][N:5]=[C:4]2[CH:10]=[CH:11][S:12][C:3]=12.C(NC(C)C)(C)C.[Li].[Br:21]Br>O1CCCC1>[Br:21][C:11]1[S:12][C:3]2[C:4](=[N:5][CH:6]=[C:7]([C:8]#[N:9])[C:2]=2[Cl:1])[CH:10]=1 |f:1.2,^1:19|. Reported procedure: To a solution of 7-chlorothieno[3,2-b]pyridine-6-carbonitrile (200 mg, 1.03 mmol) in tetrahydrofuran (9.0 mL) at −78° C. is slowly added lithium diisopropylamine (0.62 mL, 1.24 mmol, 2M in tetrahydrofuran) over 10 minutes. After 40 minutes, a solution of bromine (198 mg, 1.24 mmol) in 1.5 mL of tetrahydrofuran is added slowly to the solution of the anion. The temperature is maintained at −78° C. for 5 hours then warmed to room temperature for 1 hour. The reaction mixture is poured into ice water...